This data is from the Open Reaction Database (ORD), a public repository of structured organic reaction records. The task is: describe an organic reaction: reactants, conditions, products, and yield Yield: 62.0%. Reported procedure: Reactions were performed in the same manner as in Example 8, (E) by using N8-[4-(tert-butyl)-1,3-thiazol-2-yl]-2,4-dioxo-3,4-dihydro-2H-pyrido[1,2-a]pyrimidine-8-carboxamide (600 mg, 1.74 mmol) and (S)-(−)-3-hydroxypiperidine hydrochloride (360 mg, 2.61 mmol) to obtain 463 mg (62%) of the title compound. RXN SMILES: NC([O:4][C@H:5]1[CH2:10][CH2:9][CH2:8][N:7]([C:11]2[N:12]=[C:13]3[CH:26]=[C:25]([C:27]([NH:29][C:30]4[S:31][CH:32]=[C:33]([C:35]([CH3:38])([CH3:37])[CH3:36])[N:34]=4)=[O:28])[CH:24]=[CH:23][N:14]3[C:15](=[O:22])[C:16]=2/C=C/C(O)=O)[CH2:6]1)=O.C(C1N=C(NC(C2C=CN3C(=O)CC(=O)N=C3C=2)=O)SC=1)(C)(C)C.Cl.O[C@H]1CCCNC1>>[C:35]([C:33]1[N:34]=[C:30]([NH:29][C:27]([C:25]2[CH:24]=[CH:23][N:14]3[C:15](=[O:22])[CH:16]=[C:11]([N:7]4[CH2:8][CH2:9][CH2:10][C@H:5]([OH:4])[CH2:6]4)[N:12]=[C:13]3[CH:26]=2)=[O:28])[S:31][CH:32]=1)([CH3:38])([CH3:36])[CH3:37] |f:2.3|. Reactants: NC(=O)O[C@@H]1CN(CCC1)C=1N=C2N(C(C1/C=C/C(=O)O)=O)C=CC(=C2)C(=O)NC=2SC=C(N2)C(C)(C)C ((E)-3-[2-{(3S)-3-[(Aminocarbonyl)oxy]hexahydro-1-pyridinyl}-8-({[4-(tert-butyl)-1,3-thiazol-2-yl]amino}carbonyl)-4-oxo-4H-pyrido[1,2-a]pyrimidin-3-yl]-2-propenoic acid), C(C)(C)(C)C=1N=C(SC1)NC(=O)C1=CC=2N(C(CC(N2)=O)=O)C=C1 (N8-[4-(tert-butyl)-1,3-thiazol-2-yl]-2,4-dioxo-3,4-dihydro-2H-pyrido[1,2-a]pyrimidine-8-carboxamide), Cl.O[C@@H]1CNCCC1 ((S)-(−)-3-hydroxypiperidine hydrochloride). Yields the product C(C)(C)(C)C=1N=C(SC1)NC(=O)C1=CC=2N(C(C=C(N2)N2C[C@H](CCC2)O)=O)C=C1 (N8-[4-(tert-Butyl)-1,3-thiazol-2-yl]-2-[(3S)-3-hydroxyhexahydro-1-pyridinyl]-4-oxo-4H-pyrido[1,2-a]pyrimidine-8-carboxamide). The reactants are CN(C)C=O, C=Cn1cc(C(=O)O)c(=O)c2ccc(Cl)cc21, C1CNCCN1, O, O, O, O, O, O. Yields the product Cl, C=Cn1cc(C(=O)O)c(=O)c2ccc(N3CCNCC3)cc21. As a reaction SMILES: [CH3:30][N:31]([CH3:32])[CH:33]=[O:34].[Cl:1][c:2]1[cH:3][cH:4][c:5]2[c:6](=[O:17])[c:7]([C:14](=[O:15])[OH:16])[cH:8][n:9]([CH:12]=[CH2:13])[c:10]2[cH:11]1.[NH:24]1[CH2:25][CH2:26][NH:27][CH2:28][CH2:29]1.[OH2:18].[OH2:19].[OH2:20].[OH2:21].[OH2:22].[OH2:23]>>[ClH:1].[c:2]1([N:24]2[CH2:25][CH2:26][NH:27][CH2:28][CH2:29]2)[cH:3][cH:4][c:5]2[c:6](=[O:17])[c:7]([C:14](=[O:15])[OH:16])[cH:8][n:9]([CH:12]=[CH2:13])[c:10]2[cH:11]1.